From a dataset of the Open Reaction Database (ORD), a public repository of structured organic reaction records. describe an organic reaction: reactants, conditions, products, and yield Reactants: ClC1=NC(=NC(=C1)C1=CC=C(C=C1)F)N1C(CCC1)C (4-chloro-6-(4-fluoro-phenyl)-2-(2-methyl-pyrrolidin-1-yl)-pyrimidine), ClC=1C(=NC(=CC1)OC)N1C[C@H](NCC1)C (1-(3-chloro-6-methoxy-pyridin-2-yl)-3-(R)-methyl-piperazine), C(=O)([O-])[O-].[K+].[K+] (K2CO3). Run in CC(=O)N(C)C (DMA). Product: ClC=1C(=NC(=CC1)OC)N1CC(N(CC1)C1=NC(=NC(=C1)C1=CC=C(C=C1)F)N1C(CCC1)C)C (4-[4-(3-Chloro-6-methoxy-pyridin-2-yl)-2-methyl-piperazin-1-yl]-6-(4-fluoro-phenyl)-2-(2-methyl-pyrrolidin-1-yl)-pyrimidine). RXN SMILES: Cl[C:2]1[CH:7]=[C:6]([C:8]2[CH:13]=[CH:12][C:11]([F:14])=[CH:10][CH:9]=2)[N:5]=[C:4]([N:15]2[CH2:19][CH2:18][CH2:17][CH:16]2[CH3:20])[N:3]=1.[Cl:21][C:22]1[C:23]([N:30]2[CH2:35][CH2:34][NH:33][C@H:32]([CH3:36])[CH2:31]2)=[N:24][C:25]([O:28][CH3:29])=[CH:26][CH:27]=1.C([O-])([O-])=O.[K+].[K+]>CC(N(C)C)=O>[Cl:21][C:22]1[C:23]([N:30]2[CH2:35][CH2:34][N:33]([C:2]3[CH:7]=[C:6]([C:8]4[CH:13]=[CH:12][C:11]([F:14])=[CH:10][CH:9]=4)[N:5]=[C:4]([N:15]4[CH2:19][CH2:18][CH2:17][CH:16]4[CH3:20])[N:3]=3)[CH:32]([CH3:36])[CH2:31]2)=[N:24][C:25]([O:28][CH3:29])=[CH:26][CH:27]=1 |f:2.3.4|. Procedure details: Heat a mixture of 4-chloro-6-(4-fluoro-phenyl)-2-(2-methyl-pyrrolidin-1-yl)-pyrimidine (440 mg, 1.51 mmol), 1-(3-chloro-6-methoxy-pyridin-2-yl)-3-(R)-methyl-piperazine (400 mg, 1.66 mmol), and K2CO3 (230 mg, 1.66 mmol) in DMA at 120° C. for 16 hours. Partition the mixture between EtOAc and water, dry (Na2SO4) the organic layer and concentrate under reduced pressure. Purify with flash silica gel column eluting with 10% EtOAc/hexanes. Concentrate under reduced pressure to give the title compound. ... Reactants: ClCCOCCCl, [I-], [K+], [K+], CC(=O)N1C(C)CN(c2cc(-n3cnc(Nc4ccc(N)cc4)n3)ccn2)CC1C, [Na+], O=C([O-])[O-], CN(C)C=O. The product is CC(=O)N1C(C)CN(c2cc(-n3cnc(Nc4ccc(N5CCOCC5)cc4)n3)ccn2)CC1C. RXN SMILES: [Cl:31][CH2:32][CH2:33][O:34][CH2:35][CH2:36][Cl:37].[I-:39].[K+:40].[K+:41].[NH2:1][c:2]1[cH:3][cH:4][c:5]([NH:8][c:9]2[n:10][n:11](-[c:14]3[cH:15][c:16]([N:20]4[CH2:21][CH:22]([CH3:30])[N:23]([C:27]([CH3:28])=[O:29])[CH:24]([CH3:26])[CH2:25]4)[n:17][cH:18][cH:19]3)[cH:12][n:13]2)[cH:6][cH:7]1.[Na+:38].[O-:42][C:43]([O-:44])=[O:45].[O:46]=[CH:47][N:48]([CH3:49])[CH3:50]>>[N:1]1([c:2]2[cH:3][cH:4][c:5]([NH:8][c:9]3[n:10][n:11](-[c:14]4[cH:15][c:16]([N:20]5[CH2:21][CH:22]([CH3:30])[N:23]([C:27]([CH3:28])=[O:29])[CH:24]([CH3:26])[CH2:25]5)[n:17][cH:18][cH:19]4)[cH:12][n:13]3)[cH:6][cH:7]2)[CH2:32][CH2:33][O:34][CH2:35][CH2:36]1. Reactants: [OH-].[Na+] (sodium hydroxide), resultant solution, COC(=O)C1=CC=C(C(=O)N2CCN(CC2)C(=O)OC(C)(C)C)C=C1 (t-butyl 4-(4-methoxycarbonylbenzoyl)piperazine-1-carboxylate). Run in C1CCOC1 (THF), CO (methanol). Reaction conditions: temperature 80 celsius, time 20 minute. Yields the product C(=O)(O)C1=CC=C(C(=O)N2CCN(CC2)C(=O)OC(C)(C)C)C=C1 (t-butyl 4-(4-carboxybenzoyl)piperazine-1-carboxylate). Reaction SMILES: C[O:2][C:3]([C:5]1[CH:25]=[CH:24][C:8]([C:9]([N:11]2[CH2:16][CH2:15][N:14]([C:17]([O:19][C:20]([CH3:23])([CH3:22])[CH3:21])=[O:18])[CH2:13][CH2:12]2)=[O:10])=[CH:7][CH:6]=1)=[O:4].[OH-].[Na+]>CO.C1COCC1>[C:3]([C:5]1[CH:6]=[CH:7][C:8]([C:9]([N:11]2[CH2:12][CH2:13][N:14]([C:17]([O:19][C:20]([CH3:21])([CH3:22])[CH3:23])=[O:18])[CH2:15][CH2:16]2)=[O:10])=[CH:24][CH:25]=1)([OH:4])=[O:2] |f:1.2|. Procedure: 7.08 g (20.3 mmol) of t-butyl 4-(4-methoxycarbonylbenzoyl)piperazine-1-carboxylate was stirred in 40 ml of methanol and 40 ml of THF. 51 ml (51 mmol) of 1 N aqueous sodium hydroxide solution was added to the resultant solution, and they were stirred at 80° C. for 20 minutes. The reaction liquid was evaporated under reduced pressure and 1 N hydrochloric acid was added to the residue. After the extraction with ethyl acetate followed with the treatment in an ordinary manner, the title compound was ... The reactants are CCOC(=O)c1noc2cc(Br)ccc12, C1COCCO1, Cc1cc(O)ccc1B1OC(C)(C)C(C)(C)O1, C1CCC(P(C2CCCCC2)C2CCCCC2)CC1, [K+], [K+], [K+], N#N, O=C(C=Cc1ccccc1)C=Cc1ccccc1, O=C(C=Cc1ccccc1)C=Cc1ccccc1, O=C(C=Cc1ccccc1)C=Cc1ccccc1, O=P([O-])([O-])[O-], [Pd], [Pd]. The product is CCOC(=O)c1noc2cc(-c3ccc(O)cc3C)ccc12. Reaction SMILES: [CH2:18]([CH3:19])[O:20][C:21](=[O:22])[c:23]1[n:24][o:25][c:26]2[c:27]1[cH:28][cH:29][c:30]([Br:32])[cH:31]2.[CH2:62]1[O:63][CH2:64][CH2:65][O:66][CH2:67]1.[CH3:1][c:2]1[cH:3][c:4]([OH:17])[cH:5][cH:6][c:7]1[B:8]1[O:9][C:10]([CH3:11])([CH3:12])[C:13]([CH3:14])([CH3:15])[O:16]1.[CH:35]1([P:36]([CH:37]2[CH2:38][CH2:39][CH2:40][CH2:41][CH2:42]2)[CH:43]2[CH2:44][CH2:45][CH2:46][CH2:47][CH2:48]2)[CH2:49][CH2:50][CH2:51][CH2:52][CH2:53]1.[K+:59].[K+:60].[K+:61].[N:33]#[N:34].[O:106]=[C:107]([CH:108]=[CH:109][c:110]1[cH:111][cH:112][cH:113][cH:114][cH:115]1)[CH:116]=[CH:117][c:118]1[cH:119][cH:120][cH:121][cH:122][cH:123]1.[O:70]=[C:71]([CH:72]=[CH:73][c:74]1[cH:75][cH:76][cH:77][cH:78][cH:79]1)[CH:80]=[CH:81][c:82]1[cH:83][cH:84][cH:85][cH:86][cH:87]1.[O:88]=[C:89]([CH:90]=[CH:91][c:92]1[cH:93][cH:94][cH:95][cH:96][cH:97]1)[CH:98]=[CH:99][c:100]1[cH:101][cH:102][cH:103][cH:104][cH:105]1.[P:54]([O-:55])([O-:56])([O-:57])=[O:58].[Pd:68].[Pd:69]>>[CH3:1][c:2]1[cH:3][c:4]([OH:17])[cH:5][cH:6][c:7]1-[c:30]1[cH:29][cH:28][c:27]2[c:23]([C:21]([O:20][CH2:18][CH3:19])=[O:22])[n:24][o:25][c:26]2[cH:31]1. Reactants: Cc1ccccc1, NC1CN2CCC1CC2, O, O=Cc1ccc(-c2ccccc2)cc1. Product: C(=NC1CN2CCC1CC2)c1ccc(-c2ccccc2)cc1. Reaction SMILES: [CH3:25][c:26]1[cH:27][cH:28][cH:29][cH:30][cH:31]1.[NH2:15][CH:16]1[CH2:17][N:18]2[CH2:19][CH2:20][CH:21]1[CH2:22][CH2:23]2.[OH2:24].[c:1]1(-[c:9]2[cH:10][cH:11][cH:12][cH:13][cH:14]2)[cH:2][cH:3][c:4]([CH:7]=[O:8])[cH:5][cH:6]1>>[c:1]1(-[c:9]2[cH:10][cH:11][cH:12][cH:13][cH:14]2)[cH:2][cH:3][c:4]([CH:7]=[N:15][CH:16]2[CH2:17][N:18]3[CH2:19][CH2:20][CH:21]2[CH2:22][CH2:23]3)[cH:5][cH:6]1.